From a dataset of the Open Reaction Database (ORD), a public repository of structured organic reaction records. describe an organic reaction: reactants, conditions, products, and yield Product: CN(CCN)CC1=NC2=CC=CC=C2C=C1 (N1-Methyl-N1-quinolin-2-ylmethyl-ethane-1,2-diamine). Conditions: temperature 65 celsius. Procedure: To 2-[2-(Methyl-quinolin-2-ylmethyl-amino)-ethyl]-isoindole-1,3-dione (1 eq) in Ethanol was added hydrazine (2 eq). A Reflux condenser was attached and the solution was heated 65° C. for 19 hours. The solution was then filtered, concentrated, and co-evaporated from toluene to yield N1-Methyl-N1-quinolin-2-ylmethyl-ethane-1,2-diamine in quantitative yield as a dark oil. MH+(216). Starting materials: CN(CCN1C(C2=CC=CC=C2C1=O)=O)CC1=NC2=CC=CC=C2C=C1 (2-[2-(Methyl-quinolin-2-ylmethyl-amino)-ethyl]-isoindole-1,3-dione), NN (hydrazine). As a reaction SMILES: [CH3:1][N:2]([CH2:16][C:17]1[CH:26]=[CH:25][C:24]2[C:19](=[CH:20][CH:21]=[CH:22][CH:23]=2)[N:18]=1)[CH2:3][CH2:4][N:5]1C(=O)C2C(=CC=CC=2)C1=O.NN>C(O)C>[CH3:1][N:2]([CH2:16][C:17]1[CH:26]=[CH:25][C:24]2[C:19](=[CH:20][CH:21]=[CH:22][CH:23]=2)[N:18]=1)[CH2:3][CH2:4][NH2:5]. The solvent is C(C)O (Ethanol). Run in CO (MeOH), C(Cl)Cl (CH2Cl2), CC(=O)N(C)C (dimethylacetamide), O (H2O), CO (MeOH). The product is C1=CC(=CC=C1C(=O)O)NCC2=CN=C3C(=N2)C(=NC(=N3)N)N (4-Amino-4-deoxypteroic Acid). Isolated yield 97.5%. RXN SMILES: C1(P(C2C=CC=CC=2)C2C=CC=CC=2)C=CC=CC=1.BrBr.[NH2:22][C:23]1[N:32]=[C:31]([NH2:33])[C:30]2[C:25](=[N:26][CH:27]=[C:28]([CH2:34]O)[N:29]=2)[N:24]=1.[O-2].[Ba+2].[NH2:38][C:39]1[CH:47]=[CH:46][C:42]([C:43]([OH:45])=[O:44])=[CH:41][CH:40]=1>O.CO.C(Cl)Cl.CC(N(C)C)=O>[CH:41]1[C:42]([C:43]([OH:45])=[O:44])=[CH:46][CH:47]=[C:39]([NH:38][CH2:34][C:28]2[N:29]=[C:30]3[C:31]([NH2:33])=[N:32][C:23]([NH2:22])=[N:24][C:25]3=[N:26][CH:27]=2)[CH:40]=1 |f:3.4|. Procedure details: To a 2 L 3-necked round bottom flask, equipped with a dropping funnel, a thermometer, and a drying tube, were added triphenylphosphine (216 g, 0.83 mol) and anhydrous dimethylacetamide (0.66 L). The resulting clear solution was cooled to 5° C. and bromine (132 g, 0.83 mol) was added over 45 min while maintaining the temperature below 8° C. To the resulting white slurry was added 2,4-diamino-6-hydroxymethyl pteridine (53 g, 0.28 mol). The temperature rose to 35° C. due to exothermic effect. The r... Reaction conditions: temperature 5 celsius, time 17 hour. Starting materials: [O-2].[Ba+2] (Barium oxide), NC1=CC=C(C(=O)O)C=C1 (4-aminobenzoic acid), rust, C1(=CC=CC=C1)P(C1=CC=CC=C1)C1=CC=CC=C1 (triphenylphosphine), rust, BrBr (bromine), NC1=NC2=NC=C(N=C2C(=N1)N)CO (2,4-diamino-6-hydroxymethyl pteridine). Starting materials: [OH-].[Na+] (NaOH), Cl (HCl), COC(C1=CC(C(=O)O)=CC(=C1)Cl)=O (5-chloro-isophthalic acid monomethyl ester), Cl.CN(CCCN=C=NCC)C (1-(3-dimethylamino-propyl)-3-ethyl-carbodiimide hydrochloride), ON1N=NC2=C1C=CC=C2 (1-hydroxybenzotriazole), [OH-].[Li+] (lithium hydroxide), COC(C1=CC(C(=O)OC)=CC(=C1)Cl)=O (5-chloroisophthalic acid dimethyl ester), CNCCC (methyl propylamine). The solvent is CO (methanol), CN(C)C=O (DMF), C(C)(=O)OCC (ethyl acetate), CC(=O)C (acetone). Run at time 3 hour. The product is ClC=1C=C(C=C(C(=O)O)C1)C(=O)N(CCC)C (5-Chloro-N-methyl-N-propyl-isophthalamic acid). RXN SMILES: CO[C:3](=[O:15])[C:4]1[CH:13]=[C:12]([Cl:14])[CH:11]=[C:6]([C:7]([O:9]C)=[O:8])[CH:5]=1.[OH-].[Na+].COC(=O)C1C=C(Cl)C=C(C(O)=O)C=1.Cl.[CH3:33][N:34](C)[CH2:35][CH2:36][CH2:37]N=C=NCC.ON1C2C=CC=CC=2N=N1.CNCCC.[OH-].[Li+].Cl>CC(C)=O.CO.CN(C=O)C.C(OCC)(=O)C>[Cl:14][C:12]1[CH:13]=[C:4]([C:3]([N:34]([CH3:33])[CH2:35][CH2:36][CH3:37])=[O:15])[CH:5]=[C:6]([CH:11]=1)[C:7]([OH:9])=[O:8] |f:1.2,4.5,8.9|. Procedure: Dissolve commercially available 5-chloroisophthalic acid dimethyl ester (1.0 g, 4.37 mmol) in acetone (10 mL) and add a solution of NaOH (192 mg, 4.81 mmol) in methanol (2 mL). Stir 3 h and concentrate. Partition the residue between diethyl ether and water. Acidify the water layer to about pH=1 and collect the precipitate, 5-chloro-isophthalic acid monomethyl ester (675 mg, 72%). Dissolve 5-chloro-isophthalic acid monomethyl ester (459 mg, 2.13 mmol) in DMF (20 mL), add 1-(3-dimethylamino-propyl... Starting materials: BrC1C(OC2=C1C=CC=C2[N+](=O)[O-])(C)C (3-bromo-2,3-dihydro-2,2-dimethyl-7-nitrobenzofuran), S(=S)(=O)([O-])[O-].C(C)[N+](CC)(CC)CC.C(C)[N+](CC)(CC)CC (tetraethylammonium thiosulfate). Solvent: C(C)OCC (diethyl ether), C(Cl)Cl (methylene chloride), C(C)O (ethanol). Reaction conditions: time 30 minute. Product: CC1(OC2=C(C1=S)C=CC=C2[N+](=O)[O-])C (2,3-dihydro-2,2-dimethyl-7-nitrobenzofuran-3-thione). Reaction SMILES: Br[CH:2]1[C:6]2[CH:7]=[CH:8][CH:9]=[C:10]([N+:11]([O-:13])=[O:12])[C:5]=2[O:4][C:3]1([CH3:15])[CH3:14].[S:16]([O-])([O-])(=O)=S.C([N+](CC)(CC)CC)C.C([N+](CC)(CC)CC)C>C(O)C.C(OCC)C.C(Cl)Cl>[CH3:14][C:3]1([CH3:15])[C:2](=[S:16])[C:6]2[CH:7]=[CH:8][CH:9]=[C:10]([N+:11]([O-:13])=[O:12])[C:5]=2[O:4]1 |f:1.2.3|. Reported procedure: In a flask are placed 5.44 g (0.020 mole) of 3-bromo-2,3-dihydro-2,2-dimethyl-7-nitrobenzofuran (prepared by the method of Example 2, Step A) and 7.45 g (0.020 mole) of tetraethylammonium thiosulfate (prepared by the method of B. Hahn et al., Liebigs Ann. Chem. 1981, 10-19) in 100 mL of absolute ethanol. This mixture is heated at reflux for 24 hours after which the solvent is removed under reduced pressure, leaving a residue. This residue is taken up in 60 mL of diethyl ether which is then filte... The reactants are O (water), COC=1C=C(C=CC1OC)CCNC(C(F)(F)F)=O (N-[2-(3,4-dimethoxyphenyl)ethyl]-2,2,2-trifluoroacetamide), C=O (formaldehyde), ClCCl (dichloromethane), Cl (hydrochloric acid). Reaction conditions: time 3 hour. Product: ClCC1=C(C=C(C(=C1)OC)OC)CCNC(C(F)(F)F)=O (N-{2-[2-(chloromethyl)-4,5-dimethoxyphenyl]ethyl}-2,2,2-trifluoroacetamide). Isolated yield 77.0%. Reaction SMILES: [CH3:1][O:2][C:3]1[CH:4]=[C:5]([CH2:11][CH2:12][NH:13][C:14](=[O:19])[C:15]([F:18])([F:17])[F:16])[CH:6]=[CH:7][C:8]=1[O:9][CH3:10].C=O.Cl.O.[Cl:24][CH2:25]Cl>>[Cl:24][CH2:25][C:6]1[CH:7]=[C:8]([O:9][CH3:10])[C:3]([O:2][CH3:1])=[CH:4][C:5]=1[CH2:11][CH2:12][NH:13][C:14](=[O:19])[C:15]([F:17])([F:18])[F:16]. Procedure: In a three-necked flask, mix N-[2-(3,4-dimethoxyphenyl)ethyl]-2,2,2-trifluoroacetamide (35 g, 126 mmoles) and 37% aqueous formaldehyde (776 mL, 1.014 mole) in 120 mL of dichloromethane at 0° C. To the resulting two-phase mixture slowly add, at 0° C., 345 mL of 37% aqueous hydrochloric acid solution and heat at 40° C. After being in contact for 3 hours, hydrolyse the mixture using 250 mL of water and wash the aqueous phase with dichloromethane (2×100 mL). Combine the organic phases, dry them over...